Dataset: the Open Reaction Database (ORD), a public repository of structured organic reaction records. Task: describe an organic reaction: reactants, conditions, products, and yield Product: CC=1NC=2N(N1)N=C(C2CC2=CC=C(C=C2)C2=C(C=CC=C2)C2=NN=NN2)CCC (2-methyl-6-propyl-7-[[2'-(tetrazol-5-yl)biphenyl-4-yl]methyl]-1 H-pyrazolo[1,5-b][1,2,4]triazole). The solvent is C(C)(=O)OCC (ethyl acetate). Reported procedure: A 183 mg portion of 2-methyl-6-propyl-7-[[2'-(N-triphenylmethyl-tetrazol-5-yl)biphenyl-4-yl]methyl]-1H-pyrazolo[1,5-b][1,2,4]triazole (compound 1c) was treated in the same manner as described in Example 12, the resulting residue was dissolved in ethyl acetate with heating and then the solution was cooled to collect the thus formed precipitate by filtration, thereby giving 85 mg of 2-methyl-6-propyl-7-[[2'-(tetrazol-5-yl)biphenyl-4-yl]methyl]-1 H-pyrazolo[1,5-b][1,2,4]triazole in the form of colo... The reactants are CC=1NC=2N(N1)N=C(C2CC2=CC=C(C=C2)C2=C(C=CC=C2)C2=NN=NN2C(C2=CC=CC=C2)(C2=CC=CC=C2)C2=CC=CC=C2)CCC (2-methyl-6-propyl-7-[[2'-(N-triphenylmethyl-tetrazol-5-yl)biphenyl-4-yl]methyl]-1H-pyrazolo[1,5-b][1,2,4]triazole), CC=1NC=2N(N1)N=C(C2CC2=CC=C(C=C2)C2=C(C=CC=C2)C2=NN=NN2C(C2=CC=CC=C2)(C2=CC=CC=C2)C2=CC=CC=C2)CCC (2-methyl-6-propyl-7-[[2'-(N-triphenylmethyl-tetrazol-5-yl)biphenyl-4-yl]methyl]-1H-pyrazolo[1,5-b][1,2,4]triazole). As a reaction SMILES: [CH3:1][C:2]1[NH:3][C:4]2[N:5]([N:7]=[C:8]([CH2:47][CH2:48][CH3:49])[C:9]=2[CH2:10][C:11]2[CH:16]=[CH:15][C:14]([C:17]3[CH:22]=[CH:21][CH:20]=[CH:19][C:18]=3[C:23]3[N:27](C(C4C=CC=CC=4)(C4C=CC=CC=4)C4C=CC=CC=4)[N:26]=[N:25][N:24]=3)=[CH:13][CH:12]=2)[N:6]=1>C(OCC)(=O)C>[CH3:1][C:2]1[NH:3][C:4]2[N:5]([N:7]=[C:8]([CH2:47][CH2:48][CH3:49])[C:9]=2[CH2:10][C:11]2[CH:12]=[CH:13][C:14]([C:17]3[CH:22]=[CH:21][CH:20]=[CH:19][C:18]=3[C:23]3[NH:24][N:25]=[N:26][N:27]=3)=[CH:15][CH:16]=2)[N:6]=1. Starting materials: Cc1nc2ccc(Br)nc2n1Cc1ccc(C(=O)O)cc1Cl, O=C([O-])[O-], CN(C)C=O, CCOC(C)=O, CC(C)I, [K+], [K+], O. Yields the product Cc1nc2ccc(Br)nc2n1Cc1ccc(C(=O)OC(C)C)cc1Cl. RXN SMILES: [Br:1][c:2]1[cH:3][cH:4][c:5]2[c:6]([n:7]1)[n:8]([CH2:12][c:13]1[c:14]([Cl:22])[cH:15][c:16]([C:19](=[O:20])[OH:21])[cH:17][cH:18]1)[c:9]([CH3:11])[n:10]2.[C:23](=[O:24])([O-:25])[O-:26].[CH3:34][N:35]([CH3:36])[CH:37]=[O:38].[CH3:39][CH2:40][O:41][C:42](=[O:43])[CH3:44].[CH:29]([CH3:30])([CH3:31])[I:32].[K+:27].[K+:28].[OH2:33]>>[Br:1][c:2]1[cH:3][cH:4][c:5]2[c:6]([n:7]1)[n:8]([CH2:12][c:13]1[c:14]([Cl:22])[cH:15][c:16]([C:19](=[O:20])[O:21][CH:29]([CH3:30])[CH3:31])[cH:17][cH:18]1)[c:9]([CH3:11])[n:10]2. Starting materials: C(C)(=O)OCC(=O)O (acetoxyacetic acid), Cl.NCC1=NC=CN=C1Cl (2-aminomethyl-3-chloropyrazine hydrochloride). Yields the product C(C)(=O)OCC(=O)NCC1=NC=CN=C1Cl (2-((3-chloropyrazin-2-yl)methylamino)-2-oxoethyl acetate). Isolated yield 90.3%. As a reaction SMILES: [C:1]([O:4][CH2:5][C:6]([OH:8])=O)(=[O:3])[CH3:2].Cl.[NH2:10][CH2:11][C:12]1[C:17]([Cl:18])=[N:16][CH:15]=[CH:14][N:13]=1>>[C:1]([O:4][CH2:5][C:6]([NH:10][CH2:11][C:12]1[C:17]([Cl:18])=[N:16][CH:15]=[CH:14][N:13]=1)=[O:8])(=[O:3])[CH3:2] |f:1.2|. Procedure: According to the procedure described in example 13 step 13a acetoxyacetic acid (0.667 g) and 2-aminomethyl-3-chloropyrazine hydrochloride (content 77%; 0.81 g) gave 2-((3-chloropyrazin-2-yl)methylamino)-2-oxoethyl acetate (0.99 g) after purification by column chromatography (silica gel; gradient of dichloromethane to dichloromethane/ethyl acetate 1/1). Reactants: CC(C)Oc1cc(C(F)(F)F)c2cc(Br)c(SCCN)cc2n1, CC(=O)[O-], CC(=O)[O-], CC(C)(C)[O-], Cc1ccccc1, [Na+], [Pd+2]. Yields the product CC(C)Oc1cc(C(F)(F)F)c2cc3c(cc2n1)SCCN3. Reaction SMILES: [Br:7][c:8]1[cH:9][c:10]2[c:11]([C:26]([F:27])([F:28])[F:29])[cH:12][c:13]([O:22][CH:23]([CH3:24])[CH3:25])[n:14][c:15]2[cH:16][c:17]1[S:18][CH2:19][CH2:20][NH2:21].[C:37]([O-:38])(=[O:39])[CH3:40].[C:42]([O-:43])(=[O:44])[CH3:45].[CH3:1][C:2]([CH3:3])([O-:4])[CH3:5].[CH3:30][c:31]1[cH:32][cH:33][cH:34][cH:35][cH:36]1.[Na+:6].[Pd+2:41]>>[c:8]12[cH:9][c:10]3[c:11]([C:26]([F:27])([F:28])[F:29])[cH:12][c:13]([O:22][CH:23]([CH3:24])[CH3:25])[n:14][c:15]3[cH:16][c:17]1[S:18][CH2:19][CH2:20][NH:21]2. Reactants: C(C)OC(=O)N1CCC2=NC=3C=CC=CC3C(=C2CC1)OC (11-methoxy -1,2,4,5-tetrahydro-3-azepino[4,5-b]quinoline-carboxylic acid ethyl ester), OO (hydrogen peroxide). Product: C(C)OC(=O)N1CCC2=[N+](C=3C=CC=CC3C(=C2CC1)OC)[O-] (11-Methoxy-1,2,4,5-tetrahydro-3-azepino[4,5-b]quinoline-carboxylic acid ethyl ester-6-oxide). Yield: 15.0%. Reaction SMILES: [CH2:1]([O:3][C:4]([N:6]1[CH2:20][CH2:19][C:18]2[C:9](=[N:10][C:11]3[CH:12]=[CH:13][CH:14]=[CH:15][C:16]=3[C:17]=2[O:21][CH3:22])[CH2:8][CH2:7]1)=[O:5])[CH3:2].[OH:23]O>>[CH2:1]([O:3][C:4]([N:6]1[CH2:20][CH2:19][C:18]2[C:9](=[N+:10]([O-:23])[C:11]3[CH:12]=[CH:13][CH:14]=[CH:15][C:16]=3[C:17]=2[O:21][CH3:22])[CH2:8][CH2:7]1)=[O:5])[CH3:2]. Procedure details: 11-Methoxy-1,2,4,5-tetrahydro-3-azepino[4,5-b]quinoline-carboxylic acid ethyl ester-6-oxide was prepared from 11-methoxy -1,2,4,5-tetrahydro-3-azepino[4,5-b]quinoline-carboxylic acid ethyl ester and hydrogen peroxide analogous to Example 163. Yield: 15% of theory; m.p. 135° C. Reactants: O=COO, O=CO, [Na+], O, OO, O=S([O-])O, Cn1nnnc1SCCCS(=O)c1ccccn1. The product is Cn1nnnc1S(=O)CCCS(=O)c1ccccn1. Reaction SMILES: [CH:26]([O:27][OH:28])=[O:29].[CH:30]([OH:31])=[O:32].[Na+:25].[OH2:33].[OH:19][OH:20].[S:21](=[O:22])([O-:23])[OH:24].[n:1]1[c:2]([S:7](=[O:8])[CH2:9][CH2:10][CH2:11][S:12][c:13]2[n:14][n:15][n:16][n:17]2[CH3:18])[cH:3][cH:4][cH:5][cH:6]1>>[n:1]1[c:2]([S:7](=[O:8])[CH2:9][CH2:10][CH2:11][S:12]([c:13]2[n:14][n:15][n:16][n:17]2[CH3:18])=[O:22])[cH:3][cH:4][cH:5][cH:6]1. Starting materials: CCN=C=NCCCN(C)C, Cc1c[nH]c2c(C=CC(=O)O)cccc12, CN(C)c1ccncc1, NS(=O)(=O)c1cc(Cl)c(Cl)s1, ClCCl, Cl. Yields the product Cc1c[nH]c2c(C=CC(=O)NS(=O)(=O)c3cc(Cl)c(Cl)s3)cccc12. RXN SMILES: [CH3:16][CH2:17][N:18]=[C:19]=[N:20][CH2:21][CH2:22][CH2:23][N:24]([CH3:25])[CH3:26].[CH3:1][c:2]1[cH:3][nH:4][c:5]2[c:6]([CH:11]=[CH:12][C:13](=[O:14])[OH:15])[cH:7][cH:8][cH:9][c:10]12.[CH3:39][N:40]([c:41]1[cH:42][cH:43][n:44][cH:45][cH:46]1)[CH3:47].[Cl:27][c:28]1[cH:29][c:30]([S:34](=[O:35])(=[O:36])[NH2:37])[s:31][c:32]1[Cl:33].[Cl:48][CH2:49][Cl:50].[ClH:38]>>[CH3:1][c:2]1[cH:3][nH:4][c:5]2[c:6]([CH:11]=[CH:12][C:13](=[O:15])[NH:37][S:34]([c:30]3[cH:29][c:28]([Cl:27])[c:32]([Cl:33])[s:31]3)(=[O:35])=[O:36])[cH:7][cH:8][cH:9][c:10]12.